This data is from the Open Reaction Database (ORD), a public repository of structured organic reaction records. The task is: describe an organic reaction: reactants, conditions, products, and yield Reaction SMILES: [CH2:1]([CH2:2][CH2:3][CH2:4][CH:5]=[CH2:6])[OH:7].[Cl:10][c:11]1[n:12][s:13][n:14][c:15]1-[c:16]1[cH:17][n:18][cH:19][cH:20][cH:21]1.[H-:8].[Na+:9].[O:23]1[CH2:24][CH2:25][CH2:26][CH2:27]1.[OH2:22]>>[CH2:1]([CH2:2][CH2:3][CH2:4][CH:5]=[CH2:6])[O:7][c:11]1[n:12][s:13][n:14][c:15]1-[c:16]1[cH:17][n:18][cH:19][cH:20][cH:21]1. Reactants: C=CCCCCO, Clc1nsnc1-c1cccnc1, [H-], [Na+], C1CCOC1, O. Product: C=CCCCCOc1nsnc1-c1cccnc1. RXN SMILES: [C:1]([CH3:2])(=[O:3])[O:4][c:5]1[cH:6][c:7]([C:8](=[O:9])[OH:10])[cH:11][c:12]([N+:16]([O-:17])=[O:18])[c:13]1[O:14][CH3:15].[CH3:22][CH2:23][OH:24].[CH3:25][OH:26].[ClH:19].[H:20][H:21]>>[C:1]([CH3:2])(=[O:3])[O:4][c:5]1[cH:6][c:7]([C:8](=[O:9])[OH:10])[cH:11][c:12]([NH2:16])[c:13]1[O:14][CH3:15]. The product is COc1c(N)cc(C(=O)O)cc1OC(C)=O. The reactants are COc1c(OC(C)=O)cc(C(=O)O)cc1[N+](=O)[O-], CCO, CO, Cl, [H][H].